Dataset: the Open Reaction Database (ORD), a public repository of structured organic reaction records. Task: describe an organic reaction: reactants, conditions, products, and yield Reactants: C(CCCCCCCCCCC)N(CC)CCO (2-[N-Dodecyl-N-ethylamino]ethanol), COC(CCC1=CC=C(C=C1)O)(C(F)(F)F)OC (4-(3,3-dimethoxy-4,4,4-trifluorobut-1-yl)phenol), C(CCCCCCCCCCC)N(C)CCOC1=CC=C(C=C1)CCC(=O)OC (3-[4-[2-(N-dodecyl-N-methylamino)ethoxy]phenyl]propanoic acid, methyl ester). The product is C(C)N(CCOC1=CC=C(C=C1)CCC(C(F)(F)F)(OC)OC)CCCCCCCCCCCC (N-Ethyl-N-[2-[4-(3,3-dimethoxy-4,4,4-trifluoro-but-1-yl)phenoxy]ethyl]dodecylamine). The yield is 45.6%. As a reaction SMILES: [CH2:1]([N:13]([CH2:16][CH2:17][OH:18])[CH2:14][CH3:15])[CH2:2][CH2:3][CH2:4][CH2:5][CH2:6][CH2:7][CH2:8][CH2:9][CH2:10][CH2:11][CH3:12].[CH3:19][O:20][C:21]([O:35][CH3:36])([C:31]([F:34])([F:33])[F:32])[CH2:22][CH2:23][C:24]1[CH:29]=[CH:28][C:27](O)=[CH:26][CH:25]=1.C(N(CCOC1C=CC(CCC(OC)=O)=CC=1)C)CCCCCCCCCCC>>[CH2:14]([N:13]([CH2:1][CH2:2][CH2:3][CH2:4][CH2:5][CH2:6][CH2:7][CH2:8][CH2:9][CH2:10][CH2:11][CH3:12])[CH2:16][CH2:17][O:18][C:27]1[CH:26]=[CH:25][C:24]([CH2:23][CH2:22][C:21]([O:20][CH3:19])([O:35][CH3:36])[C:31]([F:34])([F:33])[F:32])=[CH:29][CH:28]=1)[CH3:15]. Procedure: 2-[N-Dodecyl-N-ethylamino]ethanol (250 mg, 0.96 mmol) and 4-(3,3-dimethoxy-4,4,4-trifluorobut-1-yl)phenol (230 mg, 0.87 mmol) were reacted under Mitsunobu conditions as described in the preparation of 3-[4-[2-(N-dodecyl-N-methylamino)ethoxy]phenyl]propanoic acid, methyl ester. The usual work-up followed by chromatography on silica gel (Hexane/ethyl acetate 95:5 to 80:20) afforded the title compound (200 mg, 46%) as a colorless oil. Reaction SMILES: Cl.[NH2:2][OH:3].[OH-].[Na+].[OH:6][C@@H:7]1[CH2:24][CH2:23][C@@:22]2([CH3:25])[C@@H:9]([CH2:10][CH2:11][C@@H:12]3[C@@H:21]2[C:20](=O)[CH2:19][C@@:17]2([CH3:18])[C@H:13]3[CH2:14][CH2:15][C@@H:16]2[C:27]([OH:29])=[O:28])[CH2:8]1.Cl>C(O)C.O>[OH:6][C@@H:7]1[CH2:24][CH2:23][C@@:22]2([CH3:25])[C@@H:9]([CH2:10][CH2:11][C@@H:12]3[C@@H:21]2[C:20](=[N:2][OH:3])[CH2:19][C@@:17]2([CH3:18])[C@H:13]3[CH2:14][CH2:15][C@@H:16]2[C:27]([OH:29])=[O:28])[CH2:8]1 |f:0.1,2.3|. Yield: 63.8%. Solvent: O (water), C(C)O (ethanol), O (Water). Procedure details: Hydroxylamine hydrochloride (4 g) was added to a water cooled solution of sodium hydroxide (50%; 16 ml). This mixture was added to a solution of 3α-hydroxy-11-oxo-5α-androstane-17β-carboxylic acid (1.5 g) in ethanol (70 ml). The mixture was heated at reflux for 24 h, cooled and brought to pH 1 with concentrated HCl solution. Water (800 ml) was added and the precipitate (1.42 g) was collected by filtration, washed with water (2×300 ml) and dried. Crystallisation from ethyl acetate gave the title ... The reactants are Cl.NO (Hydroxylamine hydrochloride), [OH-].[Na+] (sodium hydroxide), Cl (HCl), O[C@H]1C[C@@H]2CC[C@H]3[C@@H]4CC[C@@H]([C@@]4(C)CC([C@@H]3[C@]2(CC1)C)=O)C(=O)O (3α-hydroxy-11-oxo-5α-androstane-17β-carboxylic acid). Yields the product O[C@H]1C[C@@H]2CC[C@H]3[C@@H]4CC[C@@H]([C@@]4(C)CC([C@@H]3[C@]2(CC1)C)=NO)C(=O)O (3α-Hydroxy-11-hydroxyimino-5α-androstane-17β-carboxylic acid). Starting materials: CC(C)(C)OC(=O)N1CCCN(c2cncc(Cl)c2)CC1, CC1(C)C(=O)N(Cl)C(=O)N1Cl, ClCCl. Product: CC(C)(C)OC(=O)N1CCCN(c2cnc(Cl)c(Cl)c2)CC1. Reaction SMILES: [Cl:1][c:2]1[cH:3][c:4]([N:8]2[CH2:9][CH2:10][N:11]([C:15](=[O:16])[O:17][C:18]([CH3:19])([CH3:20])[CH3:21])[CH2:12][CH2:13][CH2:14]2)[cH:5][n:6][cH:7]1.[Cl:22][N:23]1[C:24]([CH3:25])([CH3:26])[C:27](=[O:28])[N:29]([Cl:30])[C:31]1=[O:32].[Cl:33][CH2:34][Cl:35]>>[Cl:1][c:2]1[cH:3][c:4]([N:8]2[CH2:9][CH2:10][N:11]([C:15](=[O:16])[O:17][C:18]([CH3:19])([CH3:20])[CH3:21])[CH2:12][CH2:13][CH2:14]2)[cH:5][n:6][c:7]1[Cl:22]. Starting materials: C1CCOC1, CCO, O=[N+]([O-])c1cnc2c(ccn2S(=O)(=O)c2ccccc2)c1NC1CCCCC1. Yields the product Nc1cnc2c(ccn2S(=O)(=O)c2ccccc2)c1NC1CCCCC1. RXN SMILES: [CH2:29]1[O:30][CH2:31][CH2:32][CH2:33]1.[CH3:34][CH2:35][OH:36].[c:1]1([S:7](=[O:8])(=[O:9])[n:10]2[cH:11][cH:12][c:13]3[c:14]2[n:15][cH:16][c:17]([N+:26]([O-:27])=[O:28])[c:18]3[NH:19][CH:20]2[CH2:21][CH2:22][CH2:23][CH2:24][CH2:25]2)[cH:2][cH:3][cH:4][cH:5][cH:6]1>>[c:1]1([S:7](=[O:8])(=[O:9])[n:10]2[cH:11][cH:12][c:13]3[c:14]2[n:15][cH:16][c:17]([NH2:26])[c:18]3[NH:19][CH:20]2[CH2:21][CH2:22][CH2:23][CH2:24][CH2:25]2)[cH:2][cH:3][cH:4][cH:5][cH:6]1. The reactants are C(C1=CC=CC=C1)N1CC2(CC2C1)C#N (3-benzyl-1-cyano-3-azabicyclo-[3.1.0]hexane), [OH-].[Ba+2].[OH-] (barium hydroxide), S(O)(O)(=O)=O (sulfuric acid). Solvent: O (water). The product is C(C1=CC=CC=C1)N1CC2(CC2C1)C(=O)O (3-Benzyl-3-azabicyclo[3.1.0]hexane-1-carboxylic acid). The yield is 95.7%. Reaction SMILES: [CH2:1]([N:8]1[CH2:13][CH:12]2[C:10]([C:14]#N)([CH2:11]2)[CH2:9]1)[C:2]1[CH:7]=[CH:6][CH:5]=[CH:4][CH:3]=1.[OH-:16].[Ba+2].[OH-:18].S(=O)(=O)(O)O>O>[CH2:1]([N:8]1[CH2:13][CH:12]2[C:10]([C:14]([OH:18])=[O:16])([CH2:11]2)[CH2:9]1)[C:2]1[CH:7]=[CH:6][CH:5]=[CH:4][CH:3]=1 |f:1.2.3|. Reported procedure: A mixture of 3-benzyl-1-cyano-3-azabicyclo-[3.1.0]hexane (2.77 g, 14.0 mmol) and barium hydroxide (4.47 g, 14.2 mmol) in water (100 ml) was heated to reflux for 18 hours. The reaction was then cooled and brought to neutral pH with sulfuric acid. The thick white mixture was filtered and washed twice with ethanol and twice with water. The filtrate was concentrated in vacuo, and the residue mixed with hot ethanol and filtered again. The filtrate was concentrated to provide the title product (2.91 g... The reactants are Cl.N1CCC(CC1)C=1NC(C2=CC=CC=C2C1)=O (3-(piperidin-4-yl)-2H-isoquinolin-1-one hydrochloride), BrCC(C)O (1-bromo-2-propanol). Yields the product OC(CN1CCC(CC1)C=1NC(C2=CC=CC=C2C1)=O)C (3-[1-(2-hydroxypropyl)piperidin-4-yl]-2H-isoquinolin-1-one). Yield: 16.1%. Reaction SMILES: Cl.[NH:2]1[CH2:7][CH2:6][CH:5]([C:8]2[NH:9][C:10](=[O:18])[C:11]3[C:16]([CH:17]=2)=[CH:15][CH:14]=[CH:13][CH:12]=3)[CH2:4][CH2:3]1.Br[CH2:20][CH:21]([OH:23])[CH3:22]>>[OH:23][CH:21]([CH3:22])[CH2:20][N:2]1[CH2:7][CH2:6][CH:5]([C:8]2[NH:9][C:10](=[O:18])[C:11]3[C:16]([CH:17]=2)=[CH:15][CH:14]=[CH:13][CH:12]=3)[CH2:4][CH2:3]1 |f:0.1|. Procedure: By the reaction in the same manner as in Example 2a, using 3-(piperidin-4-yl)-2H-isoquinolin-1-one hydrochloride (500 mg) and 1-bromo-2-propanol (394 mg), 3-[1-(2-hydroxypropyl)piperidin-4-yl]-2H-isoquinolin-1-one (87 mg) was obtained. The reactants are C(C)(C)(C)OC(=O)N1CC(C1)N1CC(N(CC1)C1=NC=CC=N1)=O (3-(3-Oxo-4-pyrimidin-2-yl-piperazin-1-yl)-azetidine-1-carboxylic acid tert-butyl ester), FC1=CC=C(C=C1)N1C=CC2=CC(=CC=C12)C(=O)O (1-(4-fluoro-phenyl)-1H-indole-5-carboxylic acid). Product: FC1=CC=C(C=C1)N1C=CC2=CC(=CC=C12)C(=O)N1CC(C1)N1CC(N(CC1)C1=NC=CC=N1)=O (4-(1-{[1-(4-Fluorophenyl)-1H-indol-5-yl]carbonyl}azetidin-3-yl)-1-pyrimidin-2-ylpiperazin-2-one). Reaction SMILES: C([O:5][C:6]([N:8]1[CH2:11][CH:10]([N:12]2[CH2:17][CH2:16][N:15]([C:18]3[N:23]=[CH:22][CH:21]=[CH:20][N:19]=3)[C:14](=[O:24])[CH2:13]2)[CH2:9]1)=O)(C)(C)C.[F:25][C:26]1[CH:31]=[CH:30][C:29]([N:32]2[C:40]3[C:35](=[CH:36][C:37](C(O)=O)=[CH:38][CH:39]=3)[CH:34]=[CH:33]2)=[CH:28][CH:27]=1>>[F:25][C:26]1[CH:31]=[CH:30][C:29]([N:32]2[C:40]3[C:35](=[CH:36][C:37]([C:6]([N:8]4[CH2:11][CH:10]([N:12]5[CH2:17][CH2:16][N:15]([C:18]6[N:19]=[CH:20][CH:21]=[CH:22][N:23]=6)[C:14](=[O:24])[CH2:13]5)[CH2:9]4)=[O:5])=[CH:38][CH:39]=3)[CH:34]=[CH:33]2)=[CH:28][CH:27]=1. Procedure details: Cpd 4 was prepared according to the procedures described in Example 2, Step D, using intermediates 3c and 1-(4-fluoro-phenyl)-1H-indole-5-carboxylic acid 3h as starting materials. MS 471 (M+H+).